Task: describe an organic reaction: reactants, conditions, products, and yield. Dataset: the Open Reaction Database (ORD), a public repository of structured organic reaction records Starting materials: ClC1=CC=C(C=C1)C1=NC=2N(C(=C1)C1CC1)N=CC2C#C (5-(4-chloro-phenyl)-7-cyclopropyl-3-ethynyl-pyrazolo[1,5-a]pyrimidine), OCC(C)(CO)NS(=O)(=O)C=1C=NC=C(C1)Br (5-bromo-pyridine-3-sulfonic acid (2-hydroxy-1-hydroxymethyl-1-methyl-ethyl)-amide). Yields the product OCC(C)(CO)NS(=O)(=O)C=1C=NC=C(C1)C#CC=1C=NN2C1N=C(C=C2C2CC2)C2=CC=C(C=C2)Cl (5-[5-(4-Chloro-phenyl)-7-cyclopropyl-pyrazolo[1,5-a]pyrimidin-3-ylethynyl]-pyridine-3-sulfonic acid (2-hydroxy-1-hydroxymethyl-1-methyl-ethyl)-amide), solid. The yield is 50.0%. RXN SMILES: [Cl:1][C:2]1[CH:7]=[CH:6][C:5]([C:8]2[CH:13]=[C:12]([CH:14]3[CH2:16][CH2:15]3)[N:11]3[N:17]=[CH:18][C:19]([C:20]#[CH:21])=[C:10]3[N:9]=2)=[CH:4][CH:3]=1.[OH:22][CH2:23][C:24]([NH:28][S:29]([C:32]1[CH:33]=[N:34][CH:35]=[C:36](Br)[CH:37]=1)(=[O:31])=[O:30])([CH2:26][OH:27])[CH3:25]>>[OH:22][CH2:23][C:24]([NH:28][S:29]([C:32]1[CH:33]=[N:34][CH:35]=[C:36]([C:21]#[C:20][C:19]2[CH:18]=[N:17][N:11]3[C:12]([CH:14]4[CH2:16][CH2:15]4)=[CH:13][C:8]([C:5]4[CH:6]=[CH:7][C:2]([Cl:1])=[CH:3][CH:4]=4)=[N:9][C:10]=23)[CH:37]=1)(=[O:31])=[O:30])([CH2:26][OH:27])[CH3:25]. Procedure: The title compound was prepared from 5-(4-chloro-phenyl)-7-cyclopropyl-3-ethynyl-pyrazolo[1,5-a]pyrimidine (example C.5) (73 mg, 0.25 mmol) and 5-bromo-pyridine-3-sulfonic acid (2-hydroxy-1-hydroxymethyl-1-methyl-ethyl)-amide (81 mg, 0.25 mmol) (example B.4) according to general procedure II. Obtained as a yellow solid (68 mg, 50%). MS (ISP) 538.0 [(M+H)+]; mp 204-206° C. The reactants are N1=CC=CC=C1 (pyridine), FC1=C(C(=O)O)C=CC=C1C(F)(F)F (2-fluoro-3-(trifluoromethyl)benzoic acid), O=S(Cl)Cl (SOCl2), Cl.CNOC (N,O-Dimethyhydroxylamine hydrochloride). The yield is 81.2%. Conditions: time 1.5 hour. RXN SMILES: [F:1][C:2]1[C:10]([C:11]([F:14])([F:13])[F:12])=[CH:9][CH:8]=[CH:7][C:3]=1[C:4](O)=[O:5].O=S(Cl)Cl.Cl.[CH3:20][NH:21][O:22][CH3:23].N1C=CC=CC=1>C(Cl)Cl>[F:1][C:2]1[C:10]([C:11]([F:14])([F:13])[F:12])=[CH:9][CH:8]=[CH:7][C:3]=1[C:4]([N:21]([O:22][CH3:23])[CH3:20])=[O:5] |f:2.3|. The solvent is C(Cl)Cl (CH2Cl2). Procedure: 1.04 g (5 mmol) of 2-fluoro-3-(trifluoromethyl)benzoic acid (compound of formula (III)) 3 ml of SOCl2 were dissolved and the mixture was refluxed for 2 hrs. Remaining SOCl2 was removed in vacuo and the residue (crude acid chloride derivative) was dissolved in 5 ml of CH2Cl2. N,O-Dimethyhydroxylamine hydrochloride (585 mg, 6 mmol) in 8 ml of CH2Cl2 was added followed by 0.5 ml of pyridine. The reaction mixture was stirred for 1.5 hrs., quenched with aq. NH4Cl solution and the product was extracte... Yields the product FC1=C(C(=O)N(C)OC)C=CC=C1C(F)(F)F (2-fluoro-N-methoxy-N-methyl-3-trifluoromethyl-benzamide).